Dataset: the Open Reaction Database (ORD), a public repository of structured organic reaction records. Task: describe an organic reaction: reactants, conditions, products, and yield The reactants are ClC=1N=NC(=CC1)C=1C=C(C=CC1)C(F)(F)F (3-chloro-6-(α ,α ,α-trifluoro-m-tolyl)pyridazine), C(C)(=O)NN (acetylhydrazine). The solvent is C(CCC)O (n-butyl alcohol). The product is CC1=NN=C2N1N=C(C=C2)C=2C=C(C=CC2)C(F)(F)F (3-methyl-6-(α, α,α -trifluoro-m-tolyl)-1,2,4-triazolo[4,3-b]pyridazine). Reaction SMILES: Cl[C:2]1[N:3]=[N:4][C:5]([C:8]2[CH:9]=[C:10]([C:14]([F:17])([F:16])[F:15])[CH:11]=[CH:12][CH:13]=2)=[CH:6][CH:7]=1.[C:18]([NH:21][NH2:22])(=O)[CH3:19]>C(O)CCC>[CH3:19][C:18]1[N:3]2[N:4]=[C:5]([C:8]3[CH:9]=[C:10]([C:14]([F:17])([F:16])[F:15])[CH:11]=[CH:12][CH:13]=3)[CH:6]=[CH:7][C:2]2=[N:22][N:21]=1. Procedure details: A 6.0 g. portion of 3-chloro-6-(α ,α ,α-trifluoro-m-tolyl)pyridazine (prepared as in Example 11), 3.44 g. of acetylhydrazine and 75 ml. of n-butyl alcohol is refluxed for 48 hours. The solvent is removed under vacuum and the residue dissolved in ethyl alcohol and treated with activated carbon. The filtrate is concentrated, chilled and filtered to give an orange solid. Recrystallization from methyl alcohol affords the product of the example as crystals, m.p. 193°-194° C. Reactants: ClCCl, O=C(Cl)Oc1ccc([N+](=O)[O-])cc1, Nc1ccncc1, c1ccncc1. Product: O=C(Nc1ccncc1)Oc1ccc([N+](=O)[O-])cc1. As a reaction SMILES: [Cl:27][CH2:28][Cl:29].[Cl:8][C:9](=[O:10])[O:11][c:12]1[cH:13][cH:14][c:15]([N+:18](=[O:19])[O-:20])[cH:16][cH:17]1.[NH2:1][c:2]1[cH:3][cH:4][n:5][cH:6][cH:7]1.[cH:21]1[cH:22][cH:23][n:24][cH:25][cH:26]1>>[NH:1]([c:2]1[cH:3][cH:4][n:5][cH:6][cH:7]1)[C:9](=[O:10])[O:11][c:12]1[cH:13][cH:14][c:15]([N+:18](=[O:19])[O-:20])[cH:16][cH:17]1. Starting materials: Cl (hydrochloric acid), C(C)(=O)N1CC2=C(CC1)SC(=C2N)C(=O)OC (methyl 5-acetyl-3-amino-4,5,6,7tetrahydrothieno[3,2-c]pyridine-2-carboxylate), resultant mixture. Run in CO (methanol). The product is Cl.NC1=C(SC2=C1CNCC2)C(=O)OC (methyl 3-amino-4,5,6,7-tetrahydrothieno[3,2-c]pyridine-2-carboxylate hydrochloride). Isolated yield 68.0%. RXN SMILES: [ClH:1].C([N:5]1[CH2:10][CH2:9][C:8]2[S:11][C:12]([C:15]([O:17][CH3:18])=[O:16])=[C:13]([NH2:14])[C:7]=2[CH2:6]1)(=O)C>CO>[ClH:1].[NH2:14][C:13]1[C:7]2[CH2:6][NH:5][CH2:10][CH2:9][C:8]=2[S:11][C:12]=1[C:15]([O:17][CH3:18])=[O:16] |f:3.4|. Procedure details: 20 ml of methanol and then 5.1 ml of concentrated hydrochloric acid were added to 2.54 g of methyl 5-acetyl-3-amino-4,5,6,7tetrahydrothieno[3,2-c]pyridine-2-carboxylate (Compound No. 16) obtained in Example 1. The resultant mixture was heated under reflux for 4 hours. After cooling, the crystals thus formed were taken by filtration to obtain 1.70 g (68%) of methyl 3-amino-4,5,6,7-tetrahydrothieno[3,2-c]pyridine-2-carboxylate hydrochloride. Reactants: O=C(C=1C=CC=CC1)N2CCCC2. The reagents and catalysts are O1B(OC(C)(C)C1(C)C)B2OC(C)(C)C(O2)(C)C, O=C1C=CC=2C=CC=C(C3=CN=C(C=C3)C=4N=CC=CC4)C2N1, C[OH2+].C[OH2+].C1CC=CCCC=C1.C1CC=CCCC=C1.[Ir].[Ir], [K].OC(C)(C)C. Solvent: O1CCCC1. Conditions: temperature 80 celsius, time 12 hour. Product: O=C(C=1C=CC=C(C1)B2OC(C)(C)C(O2)(C)C)N3CCCC3. The yield is 65.0%. Procedure details: In an argon filled glove box, a 5.0 mL wheaton microreactor was charged with [Ir(cod)(OMe)]2 (1.98 mg, 1.5 mol%), L1 ligand (2.1 mg, 3.5 mol%), B2pin2 (50.8 mg, 1.0 equiv.), KOtBu (1.0 mg, 4.5 mol%) and dry THF (1.0 mL). The reaction mixture was stirred for 2 minutes at room temperature. To this mixture, phenyl(pyrrolidin-1-yl)methanone (35.0 mg, 0.2 mmol) was added. The microreactor was capped with a teflon pressure cap and placed into pre-heated aluminum block at 80 oC. The reaction mixture wa...